Dataset: the Open Reaction Database (ORD), a public repository of structured organic reaction records. Task: describe an organic reaction: reactants, conditions, products, and yield The reactants are C(C)(C)(C)OC(=O)N1C(C(=O)O)C(CC1)C1=CC=CC=C1 (1-(tert-Butoxycarbonyl)-3-phenyl-D,L-proline), C(C)(C)(C)OC(=O)NCC1=C(CNC([C@H]2NCCC2)=O)C=C(C=C1)Cl (L-prolin-N-(2-{[(tert-butoxycarbonyl)amino]methyl}-5-chlorobenzyl)amide). Solvent: C(CCl)Cl (EDC). Reaction conditions: time 4.87 minute. The product is O(C(C)(C)C)C(=O)N1[C@H](C(=O)N2[C@H](C(=O)NCC3=C(C=CC(=C3)Cl)CNC(=O)OC(C)(C)C)CCC2)C(CC1)C1=CC=CC=C1 (1-(tert-Butoxylcarbonyl)-3-phenylprolyl-N-(2-{[(tert-butoxycarbonyl)amino]methyl}-5-chlorobenzyl)-L-prolinamide). As a reaction SMILES: [C:1]([O:5][C:6]([N:8]1[CH2:15][CH2:14][CH:13]([C:16]2[CH:21]=[CH:20][CH:19]=[CH:18][CH:17]=2)[CH:9]1[C:10](O)=[O:11])=[O:7])([CH3:4])([CH3:3])[CH3:2].[C:22]([O:26][C:27]([NH:29][CH2:30][C:31]1[CH:45]=[CH:44][C:43]([Cl:46])=[CH:42][C:32]=1[CH2:33][NH:34][C:35](=[O:41])[C@@H:36]1[CH2:40][CH2:39][CH2:38][NH:37]1)=[O:28])([CH3:25])([CH3:24])[CH3:23]>C(Cl)CCl>[O:5]([C:6]([N:8]1[CH2:15][CH2:14][CH:13]([C:16]2[CH:17]=[CH:18][CH:19]=[CH:20][CH:21]=2)[C@H:9]1[C:10]([N:37]1[CH2:38][CH2:39][CH2:40][C@H:36]1[C:35]([NH:34][CH2:33][C:32]1[CH:42]=[C:43]([Cl:46])[CH:44]=[CH:45][C:31]=1[CH2:30][NH:29][C:27]([O:26][C:22]([CH3:25])([CH3:23])[CH3:24])=[O:28])=[O:41])=[O:11])=[O:7])[C:1]([CH3:4])([CH3:2])[CH3:3]. Reported procedure: 1-(tert-Butoxylcarbonyl)-3-phenylprolyl-N-(2-{[(tert-butoxycarbonyl)amino]methyl}-5-chlorobenzyl)-L-prolinamide was prepared as a mixture of diastereomers from 1-(tert-Butoxycarbonyl)-3-phenyl-D,L-proline (88 mg, 0.30 mmol) from the previous step and L-prolin-N-(2-{[(tert-butoxycarbonyl)amino]methyl}-5-chlorobenzyl)amide (111 mg, 0.30 mmol) essentially according to the EDC coupling procedure described in Step 3 of Example 46. The diastereomeric products separated under the following analytical c...